This data is from the Open Reaction Database (ORD), a public repository of structured organic reaction records. The task is: describe an organic reaction: reactants, conditions, products, and yield The reactants are C1CCOC1, C[Si](C)(C)[N-][Si](C)(C)C, CCOC(C)=O, Clc1ccccc1-n1ncc2c(Cl)ncnc21, [Li+], COCC(O)C(=O)Nc1nc(C)ns1. As a reaction SMILES: [CH2:42]1[O:43][CH2:44][CH2:45][CH2:46]1.[CH3:1][Si:2]([N-:3][Si:4]([CH3:5])([CH3:6])[CH3:7])([CH3:8])[CH3:9].[CH3:47][CH2:48][O:49][C:50]([CH3:51])=[O:52].[Cl:25][c:26]1[c:27]2[c:28]([n:29][cH:30][n:31]1)[n:32](-[c:35]1[c:36]([Cl:41])[cH:37][cH:38][cH:39][cH:40]1)[n:33][cH:34]2.[Li+:10].[OH:11][CH:12]([C:13](=[O:14])[NH:15][c:16]1[n:17][c:18]([CH3:21])[n:19][s:20]1)[CH2:22][O:23][CH3:24]>>[O:11]([CH:12]([C:13](=[O:14])[NH:15][c:16]1[n:17][c:18]([CH3:21])[n:19][s:20]1)[CH2:22][O:23][CH3:24])[c:26]1[c:27]2[c:28]([n:29][cH:30][n:31]1)[n:32](-[c:35]1[c:36]([Cl:41])[cH:37][cH:38][cH:39][cH:40]1)[n:33][cH:34]2. The product is COCC(Oc1ncnc2c1cnn2-c1ccccc1Cl)C(=O)Nc1nc(C)ns1. Reactants: Cl.N1C(=NCCCC1)NN (4,5,6,7-tetrahydro-1H-1,3-diazepin-2-ylhydrazine hydrochloride), CSC=1NCCCCN1 (4,5,6,7-tetrahydro-2-methylthio-1H-1,3-diazepine), NN (hydrazine). Solvent: C(C)O (ethanol). The product is N1C(=NCCCC1)NN (4,5,6,7-tetrahydro-1H-1,3-diazepin-2-ylhydrazine). Reaction SMILES: Cl.[NH:2]1[CH2:8][CH2:7][CH2:6][CH2:5][N:4]=[C:3]1[NH:9][NH2:10].CSC1NCCCCN=1.NN>C(O)C>[NH:4]1[CH2:5][CH2:6][CH2:7][CH2:8][N:2]=[C:3]1[NH:9][NH2:10] |f:0.1|. Reported procedure: The starting material, 4,5,6,7-tetrahydro-1H-1,3-diazepin-2-ylhydrazine hydrochloride, is prepared as follows: 4,5,6,7-tetrahydro-2-methylthio-1H-1,3-diazepine (McKay and Kreling. Can. J. Chem. 35 1438 (1957) and hydrazine are added to ethanol, and the solution then heated to yield 4,5,6,7-tetrahydro-1H-1,3-diazepin-2-ylhydrazine hydroidide, melting point 133° -135° C. If the latter compound is treated with silver chloride in aqueous or ethanol solution, the hydrochloride salt is obtained, melti... Product: O=C(OCc1ccccc1)N1CC2CCCCC2(C(=O)O)C1. Reaction SMILES: [CH3:31][OH:32].[CH3:8][O:9][C:10](=[O:11])[C:12]12[CH2:13][CH2:14][CH2:15][CH2:16][CH:17]1[CH2:18][N:19]([C:21](=[O:22])[O:23][CH2:24][c:25]1[cH:26][cH:27][cH:28][cH:29][cH:30]1)[CH2:20]2.[Na+:2].[O:3]1[CH2:4][CH2:5][CH2:6][CH2:7]1.[OH-:1]>>[O:9]=[C:10]([OH:11])[C:12]12[CH2:13][CH2:14][CH2:15][CH2:16][CH:17]1[CH2:18][N:19]([C:21](=[O:22])[O:23][CH2:24][c:25]1[cH:26][cH:27][cH:28][cH:29][cH:30]1)[CH2:20]2. The reactants are CO, COC(=O)C12CCCCC1CN(C(=O)OCc1ccccc1)C2, [Na+], C1CCOC1, [OH-]. The reactants are CCC[Mg+], [Cl-], O=Cc1cccc(OCC2C(O)CC(Cl)C2CC=CCCCC(=O)O)c1. The product is CCCC(O)c1cccc(OCC2C(O)CC(Cl)C2CC=CCCCC(=O)O)c1. RXN SMILES: [CH2:2]([CH2:3][CH3:4])[Mg+:5].[Cl-:1].[Cl:6][CH:7]1[CH2:8][CH:9]([OH:31])[CH:10]([CH2:21][O:22][c:23]2[cH:24][c:25]([CH:29]=[O:30])[cH:26][cH:27][cH:28]2)[CH:11]1[CH2:12][CH:13]=[CH:14][CH2:15][CH2:16][CH2:17][C:18](=[O:19])[OH:20]>>[CH2:2]([CH2:3][CH3:4])[CH:29]([c:25]1[cH:24][c:23]([O:22][CH2:21][CH:10]2[CH:9]([OH:31])[CH2:8][CH:7]([Cl:6])[CH:11]2[CH2:12][CH:13]=[CH:14][CH2:15][CH2:16][CH2:17][C:18](=[O:19])[OH:20])[cH:28][cH:27][cH:26]1)[OH:30]. Reactants: hydroxyethyl tetraphthalyl acrylate, C(COCCO)O (diethylene glycol), C=1(C(=CC=CC1)CN=C=O)CN=C=O (xylylene diisocyanate), C(C)(C)(C)C1(CC=CC(=C1O)C(C)(C)C)C (2,6-di-t-butyl cresol). The product is C(=C)N(C(=O)OCC)C=C (divinyl urethane), [N-]=C=O (isocyanate). RXN SMILES: [CH2:1](O)[CH2:2]OCCO.[C:8]1([CH2:18][N:19]=[C:20]=[O:21])C(C[N:15]=[C:16]=[O:17])=CC=CC=1.C([C:26]1(C)[C:31]([OH:32])=C(C(C)(C)C)C=CC1)(C)(C)C>>[CH:1]([N:19]([CH:18]=[CH2:8])[C:20]([O:32][CH2:31][CH3:26])=[O:21])=[CH2:2].[N-:15]=[C:16]=[O:17]. Reported procedure: To 53 g of diethylene glycol (0.5 mole) was added 197 g (1.05 mole) of xylylene diisocyanate, and the mixture was reacted at 80° C. for 2 hours. Then 390 g (1.0 mole) of hydroxyethyl tetraphthalyl acrylate (OH value: 146; average molecular weight: 390) represented by the formula ##STR1## wherein n is the average degree of polymerization and was 1.4 and 0.30 g of 2,6-di-t-butyl cresol as a polymerization inhibitor were added. The resulting mixture was reacted at 80° C. while blowing air through t... The product is ClCCOC1=C(C=CC=C1)S(=O)(=O)N (2-(2-Chloroethoxy)-benzenesulfonamide). Procedure: A process according to claim 8, wherein the compound of formula IV is treated with 1 equivalent of chlorosulfonic acid or with a slight excess thereof in cyclohexane or n-decane at a temperature between +20° C. and +60° C.; neutralized with aqueous sodium hydroxide at a temperature between +50° C. and +90° C.; dechlorinated with hydrogen in the presence of an acid acceptor, in the pressure range from 1 to 5 bar at a temperature between +20° C. and +70° C. and in the presence of a 5% palladium on... Reaction SMILES: Cl[S:2]([OH:5])(=O)=[O:3].CCCC[CH2:10][CH2:11][CH2:12][CH2:13][CH2:14][CH3:15].[OH-:16].[Na+].[H][H].[C:20]([Cl:23])(Cl)=O.[NH3:24].[CH2:25]1CCCCC1>[Pd]>[Cl:23][CH2:20][CH2:25][O:16][C:10]1[CH:11]=[CH:12][CH:13]=[CH:14][C:15]=1[S:2]([NH2:24])(=[O:5])=[O:3] |f:2.3|. Reagents/catalysts: [Pd] (palladium on carbon). The reactants are ClS(=O)(=O)O (chlorosulfonic acid), formula IV, [OH-].[Na+] (sodium hydroxide), N (ammonia), C1CCCCC1 (cyclohexane), sulfonic acid chloride, C(=O)(Cl)Cl (phosgene), CCCCCCCCCC (n-decane), [H][H] (hydrogen). Reactants: C(C)S(=O)C=1S[C@H]2N(C1C(=O)OCC1=CC=C(C=C1)[N+](=O)[O-])C([C@@H]2OC)=O (p-nitrobenzyl (5R,6S)-2-ethylsulfinyl-6-methoxy-pen-2-em-3-carboxylate), C(=O)(O)[O-].[Na+] (NaHCO3). Run in O1CCOCC1 (dioxane), O (H2O), O (H2O). The product is C(C)S(=O)C=1S[C@H]2N(C1C(=O)[O-])C([C@@H]2OC)=O.[Na+] (Sodium (5R,6S)-2-ethylsulfinyl-6-methoxy-pen-2-em-3-carboxylate). As a reaction SMILES: [CH2:1]([S:3]([C:5]1[S:6][C@@H:7]2[C@@H:24]([O:25][CH3:26])[C:23](=[O:27])[N:8]2[C:9]=1[C:10]([O:12]CC1C=CC([N+]([O-])=O)=CC=1)=[O:11])=[O:4])[CH3:2].C([O-])(O)=O.[Na+:32]>O1CCOCC1.O>[CH2:1]([S:3]([C:5]1[S:6][C@@H:7]2[C@@H:24]([O:25][CH3:26])[C:23](=[O:27])[N:8]2[C:9]=1[C:10]([O-:12])=[O:11])=[O:4])[CH3:2].[Na+:32] |f:1.2,5.6|. Procedure: A mixture of p-nitrobenzyl (5R,6S)-2-ethylsulfinyl-6-methoxy-pen-2-em-3-carboxylate (48 mg, 0.12 mmol) and 10% pd/C (100 mg) in dioxane (8 ml) and H2O (4 ml) is shaken under a H2 pressure of 45 psi for 60 minutes. The reaction mixture is diluted with H2O (20 ml) containing NaHCO3 (10 mg, 0.12 mmol) and filtered to remove the catalyst. The filtrate is washed with Et2O (3×20 ml), concentrated under vacuum to ca. 5 ml volume, and lyophilized to provide the crude product. The reactants are ClCSc1n[nH]c(C(c2ccccc2)(c2ccccc2)c2ccccc2)n1, CC(C)=O, [I-], [Na+], O. The product is ICSc1n[nH]c(C(c2ccccc2)(c2ccccc2)c2ccccc2)n1. RXN SMILES: [C:1]([c:2]1[cH:3][cH:4][cH:5][cH:6][cH:7]1)([c:8]1[cH:9][cH:10][cH:11][cH:12][cH:13]1)([c:14]1[cH:15][cH:16][cH:17][cH:18][cH:19]1)[c:20]1[n:21][c:22]([S:25][CH2:26][Cl:27])[n:23][nH:24]1.[CH3:30][C:31](=[O:32])[CH3:33].[I-:29].[Na+:28].[OH2:34]>>[C:1]([c:2]1[cH:3][cH:4][cH:5][cH:6][cH:7]1)([c:8]1[cH:9][cH:10][cH:11][cH:12][cH:13]1)([c:14]1[cH:15][cH:16][cH:17][cH:18][cH:19]1)[c:20]1[n:21][c:22]([S:25][CH2:26][I:29])[n:23][nH:24]1.